Dataset: the Open Reaction Database (ORD), a public repository of structured organic reaction records. Task: describe an organic reaction: reactants, conditions, products, and yield As a reaction SMILES: [Cl:1][c:2]1[n:3][c:4]([N:13]([CH3:14])[CH3:15])[n:5][c:6](-[n:8]2[cH:9][n:10][cH:11][cH:12]2)[n:7]1.[O:21]=[CH:22][N:23]([CH3:24])[CH3:25].[nH:16]1[n:17][cH:18][n:19][cH:20]1>>[c:2]1(-[n:16]2[n:17][cH:18][n:19][cH:20]2)[n:3][c:4]([N:13]([CH3:14])[CH3:15])[n:5][c:6](-[n:8]2[cH:9][n:10][cH:11][cH:12]2)[n:7]1. Product: CN(C)c1nc(-n2ccnc2)nc(-n2cncn2)n1. Reactants: CN(C)c1nc(Cl)nc(-n2ccnc2)n1, CN(C)C=O, c1nc[nH]n1. Reactants: COCc1c(-c2ccncc2)[nH]c(-c2ccncc2)c1C(C)=O, O=C([O-])O, Cl, [Na+]. The product is CC(=O)c1c(-c2ccncc2)[nH]c(-c2ccncc2)c1CO. RXN SMILES: [C:1]([CH3:2])(=[O:3])[c:4]1[c:5](-[c:18]2[cH:19][cH:20][n:21][cH:22][cH:23]2)[nH:6][c:7](-[c:12]2[cH:13][cH:14][n:15][cH:16][cH:17]2)[c:8]1[CH2:9][O:10][CH3:11].[C:24](=[O:25])([OH:26])[O-:27].[ClH:29].[Na+:28]>>[C:1]([CH3:2])(=[O:3])[c:4]1[c:5](-[c:18]2[cH:19][cH:20][n:21][cH:22][cH:23]2)[nH:6][c:7](-[c:12]2[cH:13][cH:14][n:15][cH:16][cH:17]2)[c:8]1[CH2:9][OH:10]. The reactants are [OH-].[Na+] (sodium hydroxide), C(#N)CCN1C(=C(C2=CC=CC=C12)CC=1NC=CN1)C(C)C (1-(2-Cyanoethyl)-2-isopropyl-3-(1-imidazolylmethyl)indole), C(C)O (ethanol). The solvent is Cl (hydrochloric acid). Reaction conditions: time 18 hour. The product is C(N)(=O)CCN1C(=C(C2=CC=CC=C12)CC=1NC=CN1)C(C)C (1-(2-carbamoylethyl)-2-isopropyl-3-(1-imidazolylmethyl)indole). RXN SMILES: [C:1]([CH2:3][CH2:4][N:5]1[C:13]2[C:8](=[CH:9][CH:10]=[CH:11][CH:12]=2)[C:7]([CH2:14][C:15]2[NH:16][CH:17]=[CH:18][N:19]=2)=[C:6]1[CH:20]([CH3:22])[CH3:21])#[N:2].[OH-].[Na+].C([OH:27])C>Cl>[C:1]([CH2:3][CH2:4][N:5]1[C:13]2[C:8](=[CH:9][CH:10]=[CH:11][CH:12]=2)[C:7]([CH2:14][C:15]2[NH:19][CH:18]=[CH:17][N:16]=2)=[C:6]1[CH:20]([CH3:22])[CH3:21])(=[O:27])[NH2:2] |f:1.2|. Reported procedure: 1-(2-Cyanoethyl)-2-isopropyl-3-(1-imidazolylmethyl)indole (2.0 g) was dissolved in concentrated hydrochloric acid (10 ml) and the solution was allowed to stand for 18 hours at room temperature. It was cautiously basified with dilute sodium hydroxide solution and the mixture was extracted with ethyl acetate (3×25 ml). The combined ethyl acetate extracts were washed with water and dried (Na2SO4). The solvent was evaporated and the residue was chromatographed on silica gel. Elution with a mixture o... Starting materials: BrCCCCC(=O)OCC (ethyl 5-bromovalerate), ice water, [H-].[Na+] (sodium hydride), C(CC(=O)OCC=C)(=O)OCC=C (diallyl malonate). Run in O1CCOCC1 (dioxane), O1CCOCC1 (dioxane). Conditions: temperature 40 celsius, time 30 minute. Product: C(C=C)OC(=O)C(C(=O)OCC=C)CCCCC(=O)OCC (1-Allyl 7-ethyl 2-allyloxycarbonylheptanedioate). Reaction SMILES: [H-].[Na+].[C:3]([O:12][CH2:13][CH:14]=[CH2:15])(=[O:11])[CH2:4][C:5]([O:7][CH2:8][CH:9]=[CH2:10])=[O:6].Br[CH2:17][CH2:18][CH2:19][CH2:20][C:21]([O:23][CH2:24][CH3:25])=[O:22]>O1CCOCC1>[CH2:13]([O:12][C:3]([CH:4]([CH2:17][CH2:18][CH2:19][CH2:20][C:21]([O:23][CH2:24][CH3:25])=[O:22])[C:5]([O:7][CH2:8][CH:9]=[CH2:10])=[O:6])=[O:11])[CH:14]=[CH2:15] |f:0.1|. Procedure: 16.29 g (407.19 mmol) of sodium hydride are added in portions to a solution of 100 g (542.92 mmol) of diallyl malonate in 900 ml of dry dioxane at 5° C. After gas evolution ceases, the reaction mixture is warmed to 40° C. and stirred for 30 min. Then 56.76 g (271.46 mmol) of ethyl 5-bromovalerate in 100 ml of dry dioxane are added dropwise, and the mixture is stirred at 110° C. for 12 hours. After the reaction is complete, the mixture is cooled to room temperature and added to about 400 ml of ic... Reactants: O=C([O-])[O-], CN(C)C=O, COc1cc(OC)nc(O)n1, CCOC(=O)c1nc2ccccc2nc1Cl, [K+], [K+], O. Yields the product CCOC(=O)c1nc2ccccc2nc1Oc1nc(OC)cc(OC)n1. Reaction SMILES: [C:33](=[O:34])([O-:35])[O-:36].[CH3:1][N:2]([CH3:3])[CH:4]=[O:5].[CH3:22][O:23][c:24]1[n:25][c:26]([OH:32])[n:27][c:28]([O:30][CH3:31])[cH:29]1.[Cl:6][c:7]1[c:8]([C:17](=[O:18])[O:19][CH2:20][CH3:21])[n:9][c:10]2[cH:11][cH:12][cH:13][cH:14][c:15]2[n:16]1.[K+:37].[K+:38].[OH2:39]>>[c:7]1([O:32][c:26]2[n:25][c:24]([O:23][CH3:22])[cH:29][c:28]([O:30][CH3:31])[n:27]2)[c:8]([C:17](=[O:18])[O:19][CH2:20][CH3:21])[n:9][c:10]2[cH:11][cH:12][cH:13][cH:14][c:15]2[n:16]1.